Dataset: the Open Reaction Database (ORD), a public repository of structured organic reaction records. Task: describe an organic reaction: reactants, conditions, products, and yield The reactants are C(C)N=C=NCCCN(C)C (N1-((ethylimino)methylene)-N3,N3-dimethylpropane-1,3-diamine), FC1=CC=C(C=C1)C(C(=O)N[C@H]1CC[C@@H]2CNC[C@@H]21)C2=CC=C(C=C2)F (2,2-Bis(4-fluorophenyl)-N-[(3aR,4S,6aS)-octahydrocyclopenta[c]pyrrol-4-yl]acetamide), C(C)(C)(C)OC(=O)N([C@H](C(=O)O)CC(C)C)C ((S)-2-(tert-butoxycarbonyl(methyl)amino)-4-methylpentanoic acid), O.ON1N=NC2=C1C=CC=C2 (1-hydroxybenzotriazole hydrate). The solvent is ClCCl (dichloromethane). Run at time 10 minute. The product is FC1=CC=C(C=C1)C(C(=O)N[C@H]1CC[C@@H]2CN(C[C@@H]21)C([C@H](CC(C)C)N(C(OC(C)(C)C)=O)C)=O)C2=CC=C(C=C2)F (tert-butyl(S)-1-((3aR,4S,6aS)-4-(2,2-bis(4-fluorophenyl)acetamido)hexahydrocyclopenta[c]pyrrol-2(1H)-yl)-4-methyl-1-oxopentan-2-yl(methyl)carbamate). RXN SMILES: [F:1][C:2]1[CH:7]=[CH:6][C:5]([CH:8]([C:20]2[CH:25]=[CH:24][C:23]([F:26])=[CH:22][CH:21]=2)[C:9]([NH:11][C@@H:12]2[C@@H:19]3[C@@H:15]([CH2:16][NH:17][CH2:18]3)[CH2:14][CH2:13]2)=[O:10])=[CH:4][CH:3]=1.[C:27]([O:31][C:32]([N:34]([CH3:43])[C@@H:35]([CH2:39][CH:40]([CH3:42])[CH3:41])[C:36](O)=[O:37])=[O:33])([CH3:30])([CH3:29])[CH3:28].O.ON1C2C=CC=CC=2N=N1.C(N=C=NCCCN(C)C)C>ClCCl>[F:26][C:23]1[CH:22]=[CH:21][C:20]([CH:8]([C:5]2[CH:6]=[CH:7][C:2]([F:1])=[CH:3][CH:4]=2)[C:9]([NH:11][C@@H:12]2[C@@H:19]3[C@@H:15]([CH2:16][N:17]([C:36](=[O:37])[C@@H:35]([N:34]([CH3:43])[C:32](=[O:33])[O:31][C:27]([CH3:29])([CH3:28])[CH3:30])[CH2:39][CH:40]([CH3:42])[CH3:41])[CH2:18]3)[CH2:14][CH2:13]2)=[O:10])=[CH:25][CH:24]=1 |f:2.3|. Procedure details: 2,2-Bis(4-fluorophenyl)-N-[(3aR,4S,6aS)-octahydrocyclopenta[c]pyrrol-4-yl]acetamide (30 mg, 0.084 mmol) and (S)-2-(tert-butoxycarbonyl(methyl)amino)-4-methylpentanoic acid (22.71 mg, 0.093 mmol) were dissolved in dichloromethane (0.5 mL) and then treated with 1-hydroxybenzotriazole hydrate (14.18 mg, 0.093 mmol). After 10 minutes, N1-((ethylimino)methylene)-N3,N3-dimethylpropane-1,3-diamine (0.016 mL, 0.093 mmol) was added, and the reaction mixture was stirred at ambient temperature overnight fo... Reactants: FC(C(=O)O)(F)F (Trifluoroacetic acid), C1(CCCCC1)N(C1=C(C(=O)NCCC(=O)OC(C)(C)C)C=CC=N1)CC=1C=NC(=CC1)N1N=CC(=C1)C(F)(F)F (tert-butyl 3-(2-(cyclohexyl(6-(4-(trifluoromethyl)-1H-pyrazol-1-yl)pyridine-3-yl)methylamino)nicotinamido)propanoate). Run in ClCCl (dichloromethane). Reaction conditions: time 2 hour. Product: C1(CCCCC1)N(C1=C(C(=O)NCCC(=O)O)C=CC=N1)CC1=CC=C(C=C1)N1N=CC(=C1)C(F)(F)F ((+/−)-3-(2-(cyclohexyl(4-(4-(trifluoromethyl)-1H-pyrazol-1-yl)phenyl)methylamino)nicotinamido)propanoic acid). RXN SMILES: F[C:2](F)(F)[C:3](O)=O.[CH:8]1([N:14]([CH2:33][C:34]2C=N[C:37]([N:40]3[CH:44]=[C:43]([C:45]([F:48])([F:47])[F:46])[CH:42]=[N:41]3)=[CH:38][CH:39]=2)[C:15]2[N:32]=[CH:31][CH:30]=[CH:29][C:16]=2[C:17]([NH:19][CH2:20][CH2:21][C:22]([O:24]C(C)(C)C)=[O:23])=[O:18])[CH2:13][CH2:12][CH2:11][CH2:10][CH2:9]1>ClCCl>[CH:8]1([N:14]([CH2:33][C:34]2[CH:39]=[CH:38][C:37]([N:40]3[CH:44]=[C:43]([C:45]([F:48])([F:46])[F:47])[CH:42]=[N:41]3)=[CH:3][CH:2]=2)[C:15]2[N:32]=[CH:31][CH:30]=[CH:29][C:16]=2[C:17]([NH:19][CH2:20][CH2:21][C:22]([OH:24])=[O:23])=[O:18])[CH2:9][CH2:10][CH2:11][CH2:12][CH2:13]1. Reported procedure: Trifluoroacetic acid (0.30 mL) was added to a solution of tert-butyl 3-(2-(cyclohexyl(6-(4-(trifluoromethyl)-1H-pyrazol-1-yl)pyridine-3-yl)methylamino)nicotinamido)propanoate (30 mg, 0.052 mmol) in dichloromethane (0.4 mL). The mixture was stirred at room temperature for 2 hours. The reaction was concentrated and the residue was co-evaporated with dichloromethane, ethyl acetate and toluene several times, to give (+/−)-3-(2-(cyclohexyl(4-(4-(trifluoromethyl)-1H-pyrazol-1-yl)phenyl)methylamino)nic... Reactants: CN(C=O)C (N,N-dimethylformamide), C1(CCC1)OCC1=C(NC=2C=NN(C(C21)=O)COCC[Si](C)(C)C)C2=CC(=C(C=C2)OC(F)F)OC2CC2 (3-cyclobutoxymethyl-2-(3-cyclopropoxy-4-difluoromethoxyphenyl)-5-(2-trimethylsilylethoxymethyl)-1,5-dihydropyrrolo[2,3-d]pyridazin-4-one), [Br-].[Li+] (lithium bromide), C(CN)N (ethylenediamine), [F-].C(CCC)[N+](CCCC)(CCCC)CCCC (tetrabutylammonium fluoride). Solvent: O1CCCC1 (tetrahydrofuran), C(Cl)(Cl)Cl (chloroform), C(C)(=O)OCC (ethyl acetate). Run at temperature 100 celsius, time 8 hour. Yields the product C1(CCC1)OCC1=C(NC=2C=NNC(C21)=O)C2=CC(=C(C=C2)OC(F)F)OC2CC2 (3-Cyclobutoxymethyl-2-(3-cyclopropoxy-4-difluoromethoxyphenyl)-1,5-dihydropyrrolo[2,3-d]pyridazin-4-one). Yield: 47.0%. RXN SMILES: CN(C)C=O.[CH:6]1([O:10][CH2:11][C:12]2[C:20]3[C:19](=[O:21])[N:18](COCC[Si](C)(C)C)[N:17]=[CH:16][C:15]=3[NH:14][C:13]=2[C:30]2[CH:35]=[CH:34][C:33]([O:36][CH:37]([F:39])[F:38])=[C:32]([O:40][CH:41]3[CH2:43][CH2:42]3)[CH:31]=2)[CH2:9][CH2:8][CH2:7]1.[Br-].[Li+].C(N)CN.[F-].C([N+](CCCC)(CCCC)CCCC)CCC>C(OCC)(=O)C.C(Cl)(Cl)Cl.O1CCCC1>[CH:6]1([O:10][CH2:11][C:12]2[C:20]3[C:19](=[O:21])[NH:18][N:17]=[CH:16][C:15]=3[NH:14][C:13]=2[C:30]2[CH:35]=[CH:34][C:33]([O:36][CH:37]([F:39])[F:38])=[C:32]([O:40][CH:41]3[CH2:43][CH2:42]3)[CH:31]=2)[CH2:9][CH2:8][CH2:7]1 |f:2.3,5.6|. Reported procedure: To 1 ml of N,N-dimethylformamide containing 193 mg (0.352 mmol) of 3-cyclobutoxymethyl-2-(3-cyclopropoxy-4-difluoromethoxyphenyl)-5-(2-trimethylsilylethoxymethyl)-1,5-dihydropyrrolo[2,3-d]pyridazin-4-one obtained in Example 13-(b) were added 38.2 mg (0.440 mmol) of lithium bromide, 10 μl of ethylenediamine and 3 ml of tetrahydrofuran solution containing 1M tetrabutylammonium fluoride, and the mixture was stirred at 100° C. for 8 hours while removing tetrahydrofuran. After completion of the react... Starting materials: C1CCOC1, COc1ccc(CN(Cc2ccc(OC)cc2)c2nc(C)nc(-c3cc(C4=CCOCC4)cnc3F)n2)cc1, [OH-], [OH-], [Pd+2]. Yields the product COc1ccc(CN(Cc2ccc(OC)cc2)c2nc(C)nc(-c3cc(C4CCOCC4)cnc3F)n2)cc1. As a reaction SMILES: [CH2:40]1[O:41][CH2:42][CH2:43][CH2:44]1.[O:1]1[CH2:2][CH2:3][C:4]([c:7]2[cH:8][c:9](-[c:14]3[n:15][c:16]([N:21]([CH2:22][c:23]4[cH:24][cH:25][c:26]([O:29][CH3:30])[cH:27][cH:28]4)[CH2:31][c:32]4[cH:33][cH:34][c:35]([O:38][CH3:39])[cH:36][cH:37]4)[n:17][c:18]([CH3:20])[n:19]3)[c:10]([F:13])[n:11][cH:12]2)=[CH:5][CH2:6]1.[OH-:45].[OH-:47].[Pd+2:46]>>[O:1]1[CH2:2][CH2:3][CH:4]([c:7]2[cH:8][c:9](-[c:14]3[n:15][c:16]([N:21]([CH2:22][c:23]4[cH:24][cH:25][c:26]([O:29][CH3:30])[cH:27][cH:28]4)[CH2:31][c:32]4[cH:33][cH:34][c:35]([O:38][CH3:39])[cH:36][cH:37]4)[n:17][c:18]([CH3:20])[n:19]3)[c:10]([F:13])[n:11][cH:12]2)[CH2:5][CH2:6]1. Procedure: Prepared according to the procedure described in Example 3, Step 7, using 1-[4′-(4-amino-3-methyl-isoxazol-5-yl)-biphenyl-4-yl]-cyclopropanecarboxylic acid ethyl ester and (R)-(+)-α-methylbenzyl isocyanate. Product: C(C)OC(=O)C1(CC1)C1=CC=C(C=C1)C1=CC=C(C=C1)C1=C(C(=NO1)C)NC(=O)N[C@H](C)C1=CC=CC=C1 (1-(4′-{3-Methyl-4-[3-((R)-1-phenyl-ethyl)-ureido]-isoxazol-5-yl}-biphenyl-4-yl)-cyclopropanecarboxylic acid ethyl ester). Starting materials: C(C)OC(=O)C1(CC1)C1=CC=C(C=C1)C1=CC=C(C=C1)C1=C(C(=NO1)C)N (1-[4′-(4-amino-3-methyl-isoxazol-5-yl)-biphenyl-4-yl]-cyclopropanecarboxylic acid ethyl ester), C[C@H](C1=CC=CC=C1)N=C=O ((R)-(+)-α-methylbenzyl isocyanate). As a reaction SMILES: [CH2:1]([O:3][C:4]([C:6]1([C:9]2[CH:14]=[CH:13][C:12]([C:15]3[CH:20]=[CH:19][C:18]([C:21]4[O:25][N:24]=[C:23]([CH3:26])[C:22]=4[NH2:27])=[CH:17][CH:16]=3)=[CH:11][CH:10]=2)[CH2:8][CH2:7]1)=[O:5])[CH3:2].[CH3:28][C@@H:29]([N:36]=[C:37]=[O:38])[C:30]1[CH:35]=[CH:34][CH:33]=[CH:32][CH:31]=1>>[CH2:1]([O:3][C:4]([C:6]1([C:9]2[CH:10]=[CH:11][C:12]([C:15]3[CH:20]=[CH:19][C:18]([C:21]4[O:25][N:24]=[C:23]([CH3:26])[C:22]=4[NH:27][C:37]([NH:36][C@@H:29]([C:30]4[CH:35]=[CH:34][CH:33]=[CH:32][CH:31]=4)[CH3:28])=[O:38])=[CH:17][CH:16]=3)=[CH:13][CH:14]=2)[CH2:8][CH2:7]1)=[O:5])[CH3:2].